Dataset: the Open Reaction Database (ORD), a public repository of structured organic reaction records. Task: describe an organic reaction: reactants, conditions, products, and yield Starting materials: [Li]CCCC (BuLi), ClCCCI (1-chloro-3-iodopropane), CN(C)CCN(C)C (TMEDA), [Si](C)(C)(C(C)(C)C)OCC=1OC=CC1 (2-(t-butyldimethylsilyloxymethyl)furan), ( Å ). Solvent: CCCCCCC.CCOC(=O)C (Heptane EtOAc), C1CCOC1 (THF), C1CCOC1 (THF). Run at temperature 0 celsius, time 1 hour. The product is ClCCCC=1OC(=CC1)CO[Si](C)(C)C(C)(C)C (2-(3-chloropropyl)-5-(t-butyldimethylsilyloxymethyl)furan). Yield: 75.0%. As a reaction SMILES: [Si:1]([O:8][CH2:9][C:10]1[O:11][CH:12]=[CH:13][CH:14]=1)([C:4]([CH3:7])([CH3:6])[CH3:5])([CH3:3])[CH3:2].CN(CCN(C)C)C.[Li]CCCC.[Cl:28][CH2:29][CH2:30][CH2:31]I>C1COCC1.CCCCCCC.CCOC(C)=O>[Cl:28][CH2:29][CH2:30][CH2:31][C:12]1[O:11][C:10]([CH2:9][O:8][Si:1]([C:4]([CH3:7])([CH3:6])[CH3:5])([CH3:3])[CH3:2])=[CH:14][CH:13]=1 |f:5.6|. Reported procedure: A solution of 2-(t-butyldimethylsilyloxymethyl)furan (5 g, 0.023 mol) in THF (48 mL) was dried over 3 {acute over (Å)} molecular sieves. After the sieves were removed, an additional 10 mL THF was added along with TMEDA (3.47 mL, 0.023 mol), and the solution was cooled to 0° C. in an ice bath. A solution of BuLi (10.1 mL of 2.5M in hexane, 0.025 mol) was added dropwise over 25 minutes. The mixture was allowed to stir for 1 hour. 1-chloro-3-iodopropane (5.64 g, 0.028 mol) was injected rapidly. Aft... Reactants: COC=1C=C(C=CC(=O)O)C=C(C1O)OC (3,5-dimethoxy-4-hydroxy-cinnamic acid), N1C=NC=C1 (imidazole), [Si](C)(C)(C(C)(C)C)Cl (Tert-butyldimethylsilyl chloride). Run in CN(C=O)C (dimethylformamide). Run at time 1 hour. Product: COC=1C=C(/C=C/C(=O)O)C=C(C1O[Si](C)(C)C(C)(C)C)OC (trans-3,5-dimethoxy-4-tert-butyldimethylsilyloxy-cinnamic acid). Isolated yield 86.0%. Reaction SMILES: [CH3:1][O:2][C:3]1[CH:4]=[C:5]([CH:11]=[C:12]([O:15][CH3:16])[C:13]=1[OH:14])[CH:6]=[CH:7][C:8]([OH:10])=[O:9].N1C=CN=C1.[Si:22](Cl)([C:25]([CH3:28])([CH3:27])[CH3:26])([CH3:24])[CH3:23]>CN(C)C=O>[CH3:16][O:15][C:12]1[CH:11]=[C:5]([CH:4]=[C:3]([O:2][CH3:1])[C:13]=1[O:14][Si:22]([C:25]([CH3:28])([CH3:27])[CH3:26])([CH3:24])[CH3:23])/[CH:6]=[CH:7]/[C:8]([OH:10])=[O:9]. Procedure details: 3,5-dimethoxy-4-hydroxy-cinnamic acid (3 g, 13.38 mmol) and imidazole (2.73 g, 40.14 mmol) were charged in a 500 mL round-bottom flask and dissolved in 15 mL of dimethylformamide. Tert-butyldimethylsilyl chloride (4.23 g, 28.09 mmol) was added thereto at 0° C., followed by stirring for 1 hour. The reaction liquid was concentrated by distillation under reduced pressure and dichloromethane (50 mL) was added thereto, followed by washing with water. The organic layer was dried over anhydrous magnesi... Starting materials: C1CCOC1, COC(=O)c1ccc(F)c(COc2ccc(-c3cc(F)c(F)cc3OC)cc2)c1, CO, [Li+], [OH-]. Product: COc1cc(F)c(F)cc1-c1ccc(OCc2cc(C(=O)O)ccc2F)cc1. As a reaction SMILES: [CH2:34]1[O:35][CH2:36][CH2:37][CH2:38]1.[CH3:1][O:2][C:3]([c:4]1[cH:5][c:6]([CH2:11][O:12][c:13]2[cH:14][cH:15][c:16](-[c:19]3[c:20]([O:27][CH3:28])[cH:21][c:22]([F:26])[c:23]([F:25])[cH:24]3)[cH:17][cH:18]2)[c:7]([F:10])[cH:8][cH:9]1)=[O:29].[CH3:32][OH:33].[Li+:30].[OH-:31]>>[O:2]=[C:3]([c:4]1[cH:5][c:6]([CH2:11][O:12][c:13]2[cH:14][cH:15][c:16](-[c:19]3[c:20]([O:27][CH3:28])[cH:21][c:22]([F:26])[c:23]([F:25])[cH:24]3)[cH:17][cH:18]2)[c:7]([F:10])[cH:8][cH:9]1)[OH:29]. Reactants: NC1=CC=C(C=C1)C=1NC(=C(N1)C(=O)NC=1SC=CN1)C1=CC=C(C=C1)C (2-(4-aminophenyl)-5-(4-methylphenyl)-N-(2-thiazolyl)imidazole-4-carboxamide), N1=CC=CC=C1 (pyridine), C(C)(=O)Cl (acetyl chloride). Reaction conditions: time 2 hour. Yields the product C(C)(=O)NC1=CC=C(C=C1)C=1NC(=C(N1)C(=O)NC=1SC=CN1)C1=C(C=CC=C1)C (2-(4-acetamidophenyl)-5-(methylphenyl)-N-(2-thiazolyl)imidazole-4-carboxamide). RXN SMILES: [NH2:1][C:2]1[CH:7]=[CH:6][C:5]([C:8]2[NH:9][C:10]([C:21]3[CH:26]=[CH:25][C:24](C)=[CH:23][CH:22]=3)=[C:11]([C:13]([NH:15][C:16]3[S:17][CH:18]=[CH:19][N:20]=3)=[O:14])[N:12]=2)=[CH:4][CH:3]=1.[C:28](Cl)(=[O:30])[CH3:29].N1C=CC=C[CH:33]=1>>[C:28]([NH:1][C:2]1[CH:7]=[CH:6][C:5]([C:8]2[NH:9][C:10]([C:21]3[CH:26]=[CH:25][CH:24]=[CH:23][C:22]=3[CH3:33])=[C:11]([C:13]([NH:15][C:16]3[S:17][CH:18]=[CH:19][N:20]=3)=[O:14])[N:12]=2)=[CH:4][CH:3]=1)(=[O:30])[CH3:29]. Reported procedure: 2-(4-Aminophenyl)-5-(4-methylphenyl)-N-(2-thiazolyl)-imidazole-4-carboxamide (0.30 g) obtained in Example 21 was dissolved in pyridine (20 ml) and acetyl chloride (0.8 ml) was added dropwise under ice-cooling. The mixture was stirred at room temperature for 2 hr. The reaction mixture was concentrated to give white crystals, which were recrystallized from ethyl acetate to give 2-(4-acetamidophenyl)-5-(methylphenyl)-N-(2-thiazolyl)imidazole-4-carboxamide (0.17 g), melting point 269-271° C. Reactants: CCc1cc(C)cc(CC)c1CO, ClCCl, O, O=S(Cl)Cl. Product: CCc1cc(C)cc(CC)c1CCl. RXN SMILES: [CH2:5]([CH3:6])[c:7]1[c:8]([CH2:9][OH:10])[c:11]([CH2:16][CH3:17])[cH:12][c:13]([CH3:15])[cH:14]1.[Cl:19][CH2:20][Cl:21].[OH2:18].[S:1]([Cl:2])([Cl:3])=[O:4]>>[Cl:3][CH2:9][c:8]1[c:7]([CH2:5][CH3:6])[cH:14][c:13]([CH3:15])[cH:12][c:11]1[CH2:16][CH3:17].